This data is from the Open Reaction Database (ORD), a public repository of structured organic reaction records. The task is: describe an organic reaction: reactants, conditions, products, and yield Reactants: FC1=C(C=C(C(=C1)OC1=CC(=NC=C1)C=1C=NN(C1)C)F)NC(=O)C=1C(N(C=CC1I)C1=CC=C(C=C1)F)=O (1-(4-fluoro-phenyl)-4-iodo-2-oxo-1,2-dihydro-pyridine-3-carboxylic acid {2,5-difluoro-4-[2-(1-methyl-1H-pyrazol-4-yl)-pyridin-4-yloxy]-phenyl}-amide), CN (MeNH2). Yields the product FC1=C(C=C(C(=C1)OC1=CC(=NC=C1)C=1C=NN(C1)C)F)NC(=O)C=1C(N(C=CC1NC)C1=CC=C(C=C1)F)=O (N-(2,5-difluoro-4-((2-(1-methyl-1H-pyrazol-4-yl)pyridin-4-yl)oxy)phenyl)-1-(4-fluorophenyl)-4-(methylamino)-2-oxo-1,2-dihydropyridine-3-carboxamide). Yield: 36.0%. Reaction SMILES: [F:1][C:2]1[CH:7]=[C:6]([O:8][C:9]2[CH:14]=[CH:13][N:12]=[C:11]([C:15]3[CH:16]=[N:17][N:18]([CH3:20])[CH:19]=3)[CH:10]=2)[C:5]([F:21])=[CH:4][C:3]=1[NH:22][C:23]([C:25]1[C:26](=[O:39])[N:27]([C:32]2[CH:37]=[CH:36][C:35]([F:38])=[CH:34][CH:33]=2)[CH:28]=[CH:29][C:30]=1I)=[O:24].[CH3:40][NH2:41]>>[F:1][C:2]1[CH:7]=[C:6]([O:8][C:9]2[CH:14]=[CH:13][N:12]=[C:11]([C:15]3[CH:16]=[N:17][N:18]([CH3:20])[CH:19]=3)[CH:10]=2)[C:5]([F:21])=[CH:4][C:3]=1[NH:22][C:23]([C:25]1[C:26](=[O:39])[N:27]([C:32]2[CH:37]=[CH:36][C:35]([F:38])=[CH:34][CH:33]=2)[CH:28]=[CH:29][C:30]=1[NH:41][CH3:40])=[O:24]. Reported procedure: A mixture of Example A5 (100 mg, 0.155 mmol) in a methanolic solution of MeNH2 (10 mL) was heated at 80° C. for 3 h. The mixture was concentrated to dryness and purified by HPLC to afford N-(2,5-difluoro-4-((2-(1-methyl-1H-pyrazol-4-yl)pyridin-4-yl)oxy)phenyl)-1-(4-fluorophenyl)-4-(methylamino)-2-oxo-1,2-dihydropyridine-3-carboxamide (31 mg, 36%). 1H-NMR (400 MHz, CD3OD): δ 8.64 (br, s, 1H), 8.49 (br, s, 1H), 8.42 (br, s, 1H), 8.13 (br, s, 1H), 7.64 (br, s, 3H), 7.56 (br, s, 2H), 7.37-7.16 (m, 4...